Dataset: the Open Reaction Database (ORD), a public repository of structured organic reaction records. Task: describe an organic reaction: reactants, conditions, products, and yield Run in C(Cl)Cl (CH2Cl2), C(Cl)Cl (CH2Cl2). Procedure: 7-methoxy-2,3,3-trimethyl-2,3-dihydro-isoindol-1-one (0.18 g) is dissolved in CH2Cl2 (4.5 mL) and cooled to −78° C. After the addition of BBr3 (1 molar in CH2Cl2, 2.92 mL) the reaction mixture is allowed to warm up to −10° C. within 3 h. For working up it is diluted with CH2Cl2 and extracted with NaCl solution (H2O, 10%). The organic phase is dried on magnesium sulphate, filtered off from the desiccant and the solvent is eliminated in vacuo. The residue is used in the next reaction step without ... Product: OC=1C=CC=C2C(N(C(C12)=O)C)(C)C (7-hydroxy-2,3,3-trimethyl-2,3-dihydro-isoindol-1-one). As a reaction SMILES: C[O:2][C:3]1[CH:4]=[CH:5][CH:6]=[C:7]2[C:11]=1[C:10](=[O:12])[N:9]([CH3:13])[C:8]2([CH3:15])[CH3:14].B(Br)(Br)Br>C(Cl)Cl>[OH:2][C:3]1[CH:4]=[CH:5][CH:6]=[C:7]2[C:11]=1[C:10](=[O:12])[N:9]([CH3:13])[C:8]2([CH3:15])[CH3:14]. Reaction conditions: temperature -78 celsius. Reactants: COC=1C=CC=C2C(N(C(C12)=O)C)(C)C (7-methoxy-2,3,3-trimethyl-2,3-dihydro-isoindol-1-one), B(Br)(Br)Br (BBr3). Starting materials: Cl (HCl), C(C)(C)(C)OC(=O)N1N=C(C2=CC(=CC=C12)C)C#C (tert-butyl-3-ethynyl-5-methyl-1H-indazole-1-carboxylate), N(=[N+]=[N-])C1=CC=C(C(=O)OC)C=C1 (methyl 4-azidobenzoate), D-(−)-isoascorbic acid sodium salt. Reagents/catalysts: O.O.O.O.O.S(=O)(=O)([O-])[O-].[Cu+2] (Copper sulfate pentahydrate). Run in CN(C)C=O (DMF), O (water). Run at temperature 80 celsius. Product: COC(=O)C1=CC=C(C=C1)N1N=NC(=C1)C1=NN(C2=CC=C(C=C12)C)C(=O)OC(C)(C)C (tert-butyl 3-{1-[4-(methoxycarbonyl)phenyl]-1H-1,2,3-triazol-4-yl}-5-methyl-1H-indazole-1-carboxylate). Reaction SMILES: [C:1]([O:5][C:6]([N:8]1[C:16]2[C:11](=[CH:12][C:13]([CH3:17])=[CH:14][CH:15]=2)[C:10]([C:18]#[CH:19])=[N:9]1)=[O:7])([CH3:4])([CH3:3])[CH3:2].[N:20]([C:23]1[CH:32]=[CH:31][C:26]([C:27]([O:29][CH3:30])=[O:28])=[CH:25][CH:24]=1)=[N+:21]=[N-:22].Cl>CN(C=O)C.O.O.O.O.O.O.S([O-])([O-])(=O)=O.[Cu+2]>[CH3:30][O:29][C:27]([C:26]1[CH:25]=[CH:24][C:23]([N:20]2[CH:19]=[C:18]([C:10]3[C:11]4[C:16](=[CH:15][CH:14]=[C:13]([CH3:17])[CH:12]=4)[N:8]([C:6]([O:5][C:1]([CH3:4])([CH3:3])[CH3:2])=[O:7])[N:9]=3)[N:22]=[N:21]2)=[CH:32][CH:31]=1)=[O:28] |f:5.6.7.8.9.10.11|. Reported procedure: Copper sulfate pentahydrate (0.08 g; 0.33 mmol; 0.06 eq.) was added to a solution of tert-butyl-3-ethynyl-5-methyl-1H-indazole-1-carboxylate (1.55 g; 6.03 mmol; 1.0 eq.), methyl 4-azidobenzoate (prepared as described in JOC (2006), 71(15), 5822-5825; 1.20 g; 6.77 mmol; 1.1 eq.) and D-(−)-isoascorbic acid sodium salt (0.24 g; 1.22 mmol; 0.20 eq.) in DMF (15 mL) and water (0.50 mL). The reaction suspension was heated in MW at 80° C. for 45 min then poured into HCl (0.1 N solution) and extracted wi...